This data is from the Open Reaction Database (ORD), a public repository of structured organic reaction records. The task is: describe an organic reaction: reactants, conditions, products, and yield Starting materials: CCO, COC1(c2ccc(C=Cc3cc(F)cc(F)c3NC(=O)C(C)(C)C)cc2)CCOCC1. Product: COC1(c2ccc(CCc3cc(F)cc(F)c3NC(=O)C(C)(C)C)cc2)CCOCC1. Reaction SMILES: [CH3:32][CH2:33][OH:34].[F:1][c:2]1[c:3]([NH:25][C:26]([C:27]([CH3:28])([CH3:29])[CH3:30])=[O:31])[c:4]([CH:9]=[CH:10][c:11]2[cH:12][cH:13][c:14]([C:17]3([O:23][CH3:24])[CH2:18][CH2:19][O:20][CH2:21][CH2:22]3)[cH:15][cH:16]2)[cH:5][c:6]([F:8])[cH:7]1>>[F:1][c:2]1[c:3]([NH:25][C:26]([C:27]([CH3:28])([CH3:29])[CH3:30])=[O:31])[c:4]([CH2:9][CH2:10][c:11]2[cH:12][cH:13][c:14]([C:17]3([O:23][CH3:24])[CH2:18][CH2:19][O:20][CH2:21][CH2:22]3)[cH:15][cH:16]2)[cH:5][c:6]([F:8])[cH:7]1. The reactants are C(C)(=O)OC(C)=O (acetic anhydride), Cl.NC(C(=O)O)C1C2=C(CCC3=C1C=CC=C3)C=CC=C2 (α-Amino-10,11-dihydro-5H-dibenzo[a,d]cycloheptene-5-acetic acid, hydrochloride), Cl (hydrochloric acid). The solvent is O (water), [OH-].[Na+] (sodium hydroxide). Run at time 20 minute. Yields the product C(C)(=O)NC(C(=O)O)C1C2=C(CCC3=C1C=CC=C3)C=CC=C2 (α-Acetylamino-10,11-dihydro-5H dibenzo[a,d]cycloheptene-5-acetic acid). Yield: 47.2%. RXN SMILES: Cl.[NH2:2][CH:3]([CH:7]1[C:13]2[CH:14]=[CH:15][CH:16]=[CH:17][C:12]=2[CH2:11][CH2:10][C:9]2[CH:18]=[CH:19][CH:20]=[CH:21][C:8]1=2)[C:4]([OH:6])=[O:5].[C:22](OC(=O)C)(=[O:24])[CH3:23].Cl>[OH-].[Na+].O>[C:22]([NH:2][CH:3]([CH:7]1[C:13]2[CH:14]=[CH:15][CH:16]=[CH:17][C:12]=2[CH2:11][CH2:10][C:9]2[CH:18]=[CH:19][CH:20]=[CH:21][C:8]1=2)[C:4]([OH:6])=[O:5])(=[O:24])[CH3:23] |f:0.1,4.5|. Procedure details: α-Amino-10,11-dihydro-5H-dibenzo[a,d]cycloheptene-5-acetic acid, hydrochloride (5.0 g, 16.5 mmol) is dissolved in 1N sodium hydroxide (70 mL) and 50 mL of water, cooled in an ice bath, and treated with acetic anhydride (2.3 mL, 25 mmol) keeping pH at 10 to 10.5. The mixture is stirred for an additional 20 minutes, then the pH is adjusted to 3 to 4 with concentrated hydrochloric acid. A precipitate is collected, washed with water, diethyl ether, and dried in a vacuum oven (50° C./10 mm Hg). The d...